The task is: describe an organic reaction: reactants, conditions, products, and yield. This data is from the Open Reaction Database (ORD), a public repository of structured organic reaction records. The reactants are CCCCc1nc2ccc(NC(=O)N(C)C)cc2n1Cc1ccc(OC(C(=O)OCC)c2ccccc2)c(OC)c1, CCO, [Na+], [OH-]. The product is CCCCc1nc2ccc(NC(=O)N(C)C)cc2n1Cc1ccc(OC(C(=O)O)c2ccccc2)c(OC)c1. RXN SMILES: [CH2:1]([CH2:2][CH2:3][CH3:4])[c:5]1[n:6][c:7]2[c:8]([n:9]1[CH2:10][c:11]1[cH:12][c:13]([O:30][CH3:31])[c:14]([O:17][CH:18]([c:19]3[cH:20][cH:21][cH:22][cH:23][cH:24]3)[C:25](=[O:26])[O:27][CH2:28][CH3:29])[cH:15][cH:16]1)[cH:32][c:33]([NH:36][C:37](=[O:38])[N:39]([CH3:40])[CH3:41])[cH:34][cH:35]2.[CH3:44][CH2:45][OH:46].[Na+:43].[OH-:42]>>[CH2:1]([CH2:2][CH2:3][CH3:4])[c:5]1[n:6][c:7]2[c:8]([n:9]1[CH2:10][c:11]1[cH:12][c:13]([O:30][CH3:31])[c:14]([O:17][CH:18]([c:19]3[cH:20][cH:21][cH:22][cH:23][cH:24]3)[C:25](=[O:26])[OH:27])[cH:15][cH:16]1)[cH:32][c:33]([NH:36][C:37](=[O:38])[N:39]([CH3:40])[CH3:41])[cH:34][cH:35]2. Starting materials: C1(CC1)C(CC(=O)OCC)C1=NC=NC(=C1)NCC1=NC(=C(C=C1)C1=C(C=CC(=C1)OC)F)OCC(C)C (ethyl 3-cyclopropyl-3-(6-(((5-(2-fluoro-5-methoxyphenyl)-6-isobutoxypyridin-2-yl)methyl)amino)pyrimidin-4-yl)propanoate), C([O-])([O-])=O.[K+].[K+] (potassium carbonate), IC (iodomethane), [H-].[Na+] (Sodium hydride), [Cl-].[NH4+] (ammonium chloride). The solvent is CN(C)C=O (DMF). Conditions: temperature 40 celsius, time 17 hour. The product is C1(CC1)C(CC(=O)OCC)C1=NC=NC(=C1)N(C)CC1=NC(=C(C=C1)C1=C(C=CC(=C1)OC)F)OCC(C)C (ethyl 3-cyclopropyl-3-(6-(((5-(2-fluoro-5-methoxyphenyl)-6-isobutoxypyridin-2-yl)methyl)(methyl)amino)pyrimidin-4-yl)propanoate). Isolated yield 56.2%. Reaction SMILES: [CH:1]1([CH:4]([C:11]2[CH:16]=[C:15]([NH:17][CH2:18][C:19]3[CH:24]=[CH:23][C:22]([C:25]4[CH:30]=[C:29]([O:31][CH3:32])[CH:28]=[CH:27][C:26]=4[F:33])=[C:21]([O:34][CH2:35][CH:36]([CH3:38])[CH3:37])[N:20]=3)[N:14]=[CH:13][N:12]=2)[CH2:5][C:6]([O:8][CH2:9][CH3:10])=[O:7])[CH2:3][CH2:2]1.[C:39](=O)([O-])[O-].[K+].[K+].IC.[H-].[Na+].[Cl-].[NH4+]>CN(C=O)C>[CH:1]1([CH:4]([C:11]2[CH:16]=[C:15]([N:17]([CH2:18][C:19]3[CH:24]=[CH:23][C:22]([C:25]4[CH:30]=[C:29]([O:31][CH3:32])[CH:28]=[CH:27][C:26]=4[F:33])=[C:21]([O:34][CH2:35][CH:36]([CH3:37])[CH3:38])[N:20]=3)[CH3:39])[N:14]=[CH:13][N:12]=2)[CH2:5][C:6]([O:8][CH2:9][CH3:10])=[O:7])[CH2:3][CH2:2]1 |f:1.2.3,5.6,7.8|. Procedure: To a solution of ethyl 3-cyclopropyl-3-(6-(((5-(2-fluoro-5-methoxyphenyl)-6-isobutoxypyridin-2-yl)methyl)amino)pyrimidin-4-yl)propanoate (52 mg) in DMF (3.0 mL) were added potassium carbonate (21 mg) and iodomethane (20 μL), and the mixture was stirred at 40° C. for 17 hr. 60% Sodium hydride (10 mg) was added, and the mixture was stirred at room temperature for 1 hr. Saturated aqueous ammonium chloride solution was added, and the reaction mixture was extracted with ethyl acetate. The extract was... Reactants: CC(=O)O, N#CO[K], COc1cc(OS(C)(=O)=O)ccc1-c1nc2ccc(N)cc2[nH]1, C1CCOC1. Yields the product COc1cc(OS(C)(=O)=O)ccc1-c1nc2ccc(NC(N)=O)cc2[nH]1. RXN SMILES: [CH3:28][C:29](=[O:30])[OH:31].[K:24][O:25][C:26]#[N:27].[NH2:1][c:2]1[cH:3][c:4]2[c:5]([n:6][c:7](-[c:9]3[c:10]([O:20][CH3:21])[cH:11][c:12]([O:15][S:16](=[O:17])(=[O:18])[CH3:19])[cH:13][cH:14]3)[nH:8]2)[cH:22][cH:23]1.[O:32]1[CH2:33][CH2:34][CH2:35][CH2:36]1>>[NH:1]([c:2]1[cH:3][c:4]2[c:5]([n:6][c:7](-[c:9]3[c:10]([O:20][CH3:21])[cH:11][c:12]([O:15][S:16](=[O:17])(=[O:18])[CH3:19])[cH:13][cH:14]3)[nH:8]2)[cH:22][cH:23]1)[C:26](=[O:25])[NH2:27]. Reactants: ClC1=CC(=C(C=C1O)NC1=C(C=NC2=CC(=C(C=C12)OC)OCCCl)C#N)F (4-(4-chloro-2-fluoro-5-hydroxy-phenylamino)-7-(2-chloro-ethoxy)-6-methoxy-quinoline-3-carbonitrile), N1CCOCC1 (morpholine), [I-].[Na+] (sodium iodide). Solvent: COCCOC (ethylene glycol dimethyl ether). Run at temperature 135 celsius. Yields the product ClC1=CC(=C(C=C1O)NC1=C(C=NC2=CC(=C(C=C12)OC)OCCN1CCOCC1)C#N)F (4-(4-Chloro-2-fluoro-5-hydroxy-phenylamino)-6-methoxy-7-(2-morpholin-4-yl-ethoxy)-quinoline-3-carbonitrile). As a reaction SMILES: [Cl:1][C:2]1[C:7]([OH:8])=[CH:6][C:5]([NH:9][C:10]2[C:19]3[C:14](=[CH:15][C:16]([O:22][CH2:23][CH2:24]Cl)=[C:17]([O:20][CH3:21])[CH:18]=3)[N:13]=[CH:12][C:11]=2[C:26]#[N:27])=[C:4]([F:28])[CH:3]=1.[NH:29]1[CH2:34][CH2:33][O:32][CH2:31][CH2:30]1.[I-].[Na+]>COCCOC>[Cl:1][C:2]1[C:7]([OH:8])=[CH:6][C:5]([NH:9][C:10]2[C:19]3[C:14](=[CH:15][C:16]([O:22][CH2:23][CH2:24][N:29]4[CH2:34][CH2:33][O:32][CH2:31][CH2:30]4)=[C:17]([O:20][CH3:21])[CH:18]=3)[N:13]=[CH:12][C:11]=2[C:26]#[N:27])=[C:4]([F:28])[CH:3]=1 |f:2.3|. Procedure: A mixture of 0.8 g (1.83 mmol) of 4-(4-chloro-2-fluoro-5-hydroxy-phenylamino)-7-(2-chloro-ethoxy)-6-methoxy-quinoline-3-carbonitrile, 2.4 g (27.5 mmol) of morpholine, and 0.11 g of sodium iodide in 15 ml ethylene glycol dimethyl ether heated in a sealed tube at 135° C. for 12 hr. The solvent was removed and the residue was mixed with warm ethyl acetate and saturated sodium bicarbonate solution. The organic layer was separated and dried over magnesium sulfate. Solvent was removed and the residue ... Starting materials: COC1=CC=C(C(=O)NC=2C(=CC(=CC2)O[Si](C)(C)C(C)(C)C)N)C=C1 (N1-(4-methoxybenzoyl)-4-(tert-butyldimethylsilyloxy)-1,2-benzenediamine), N1=CC=CC=C1 (pyridine), C(CC)C1=CC=C(C(=O)Cl)C=C1 (4-propylbenzoyl chloride). Run in C(Cl)Cl (methylene chloride), C(Cl)Cl (methylene chloride). Reaction conditions: time 4 hour. Yields the product COC1=CC=C(C(=O)NC=2C(=CC(=CC2)O[Si](C)(C)C(C)(C)C)NC(C2=CC=C(C=C2)CCC)=O)C=C1 (N1-(4-Methoxybenzoyl)-N2-(4-propylbenzoyl)-4-(tert-butyldimethylsilyloxy)-1,2-benzenediamine). As a reaction SMILES: [CH3:1][O:2][C:3]1[CH:26]=[CH:25][C:6]([C:7]([NH:9][C:10]2[C:11]([NH2:24])=[CH:12][C:13]([O:16][Si:17]([C:20]([CH3:23])([CH3:22])[CH3:21])([CH3:19])[CH3:18])=[CH:14][CH:15]=2)=[O:8])=[CH:5][CH:4]=1.N1C=CC=CC=1.[CH2:33]([C:36]1[CH:44]=[CH:43][C:39]([C:40](Cl)=[O:41])=[CH:38][CH:37]=1)[CH2:34][CH3:35]>C(Cl)Cl>[CH3:1][O:2][C:3]1[CH:26]=[CH:25][C:6]([C:7]([NH:9][C:10]2[C:11]([NH:24][C:40](=[O:41])[C:39]3[CH:43]=[CH:44][C:36]([CH2:33][CH2:34][CH3:35])=[CH:37][CH:38]=3)=[CH:12][C:13]([O:16][Si:17]([C:20]([CH3:23])([CH3:21])[CH3:22])([CH3:19])[CH3:18])=[CH:14][CH:15]=2)=[O:8])=[CH:5][CH:4]=1. Procedure: To a solution of N1-(4-methoxybenzoyl)-4-(tert-butyldimethylsilyloxy)-1,2-benzenediamine (300 mg, 0.81 mmol) in methylene chloride (20 mL) was added pyridine (0.13 mL, 1.6 mmol) followed by 4-propylbenzoyl chloride (0.15 mL, 0.89 mmol). The reaction mixture was stirred for 4 h, diluted with methylene chloride, washed with saturated aqueous cupric sulfate solution, dried (magnesium sulfate), filtered, and concentrated in vacuo. The residue was chromatographed (silica gel, methylene chloride to 20... Starting materials: BrC1=C(OCC(=O)N(NC(C2=CC=CC=C2)=O)C(C)C)C=CC(=C1)F (benzoic acid N′-[2-(2-bromo-4-fluoro-phenoxy)-acetyl]-N′-isopropyl-hydrazide), C(=O)([O-])[O-].[Na+].[Na+] (Na2CO3), C(C)C1=C(C=CC=C1)B(O)O (2-ethylphenylboronic acid), Pd[PPh3]4. Solvent: COCCOC (DME). Product: C(C)C1=C(C=CC=C1)C1=C(C=CC(=C1)F)OCC(=O)N(NC(C1=CC=CC=C1)=O)C(C)C (benzoic acid N′-[2-(2′-ethyl-5-fluoro-biphenyl-2-yloxy)-acetyl]-N′-isopropyl-hydrazide). Isolated yield 35.8%. Reaction SMILES: Br[C:2]1[CH:24]=[C:23]([F:25])[CH:22]=[CH:21][C:3]=1[O:4][CH2:5][C:6]([N:8]([CH:18]([CH3:20])[CH3:19])[NH:9][C:10](=[O:17])[C:11]1[CH:16]=[CH:15][CH:14]=[CH:13][CH:12]=1)=[O:7].C([O-])([O-])=O.[Na+].[Na+].[CH2:32]([C:34]1[CH:39]=[CH:38][CH:37]=[CH:36][C:35]=1B(O)O)[CH3:33]>COCCOC>[CH2:32]([C:34]1[CH:39]=[CH:38][CH:37]=[CH:36][C:35]=1[C:2]1[CH:24]=[C:23]([F:25])[CH:22]=[CH:21][C:3]=1[O:4][CH2:5][C:6]([N:8]([CH:18]([CH3:20])[CH3:19])[NH:9][C:10](=[O:17])[C:11]1[CH:16]=[CH:15][CH:14]=[CH:13][CH:12]=1)=[O:7])[CH3:33] |f:1.2.3|. Reported procedure: A solution of benzoic acid N′-[2-(2-bromo-4-fluoro-phenoxy)-acetyl]-N′-isopropyl-hydrazide (50 mg, 0.122 mmol) in DME (3 ml)/2M Na2CO3 (0.215 ml, 0.427 mmol) was treated with 2-ethylphenylboronic acid (27 mg, 0.183 mmol) and Pd[PPh3]4 (27 mg, 0.024 mmol) for 12 hours at 90° C. The reaction mixture was partitioned between water and ethyl acetate. The organic layer was washed with brine, dried over sodium sulfate, filtered, and concentrated. The crude was absorbed on silica and purified on a silic...